From a dataset of the Open Reaction Database (ORD), a public repository of structured organic reaction records. describe an organic reaction: reactants, conditions, products, and yield The reactants are ClC1=CC(=NC2=CC=CC=C12)C (4-chloro-2-methyl-quinoline), C(C1=CC=CC=C1)CN (benzylmethylamine). The solvent is C(Cl)Cl (CH2Cl2). Reaction conditions: temperature 120 celsius, time 15 hour. The product is CNC1=CC(=NC2=CC=CC=C12)C (Methyl-(2-methyl-quinolin-4-yl)-amine). Reaction SMILES: Cl[C:2]1[C:11]2[C:6](=[CH:7][CH:8]=[CH:9][CH:10]=2)[N:5]=[C:4]([CH3:12])[CH:3]=1.C([CH2:20][NH2:21])C1C=CC=CC=1>C(Cl)Cl>[CH3:20][NH:21][C:2]1[C:11]2[C:6](=[CH:7][CH:8]=[CH:9][CH:10]=2)[N:5]=[C:4]([CH3:12])[CH:3]=1. Reported procedure: A mixture of 4-chloro-2-methyl-quinoline (4.36 g, 24.5 mmol) and benzylmethylamine (3.13 g, 25.8 mmol) is heated under N2 at 120° C. for 12 h. The residue is dissolved in CH2Cl2 (50 ml) and washed successively with aqueous saturated Na2CO3 (50 mL) and 1M aqueous NaOH (50 ml). The CH2Cl2 layer is evaporated, and the residue is dissolved in MeOH (400 mL) and 4M HCl in dioxane (12 mL). 10% Pd—C (410 mg) are added and the suspension is hydrogenated for 15 h under ambient pressure. The reaction mixtu... Reactants: CCCCCC1CC(C(=O)O)C1, [Cl-], CCCCCCOc1ccc(-c2ccc(O)c(F)c2)cc1F. The product is CCCCCCOc1ccc(-c2ccc(OC(=O)C3CC(CCCCC)C3)c(F)c2)cc1F. Reaction SMILES: [CH2:24]([CH2:25][CH2:26][CH2:27][CH3:28])[CH:29]1[CH2:30][CH:31]([C:33](=[O:34])[OH:35])[CH2:32]1.[Cl-:23].[F:1][c:2]1[cH:3][c:4](-[c:9]2[cH:10][c:11]([F:22])[c:12]([O:15][CH2:16][CH2:17][CH2:18][CH2:19][CH2:20][CH3:21])[cH:13][cH:14]2)[cH:5][cH:6][c:7]1[OH:8]>>[F:1][c:2]1[cH:3][c:4](-[c:9]2[cH:10][c:11]([F:22])[c:12]([O:15][CH2:16][CH2:17][CH2:18][CH2:19][CH2:20][CH3:21])[cH:13][cH:14]2)[cH:5][cH:6][c:7]1[O:35][C:33]([CH:31]1[CH2:30][CH:29]([CH2:24][CH2:25][CH2:26][CH2:27][CH3:28])[CH2:32]1)=[O:34]. Starting materials: CC(C)OC(=O)/N=N/C(=O)OC(C)C (DIAD), NC1=C(SC2=NC(=CC(=C21)CO)C)C(=O)N (3-amino-4-hydroxymethyl-6-methyl-thieno[2,3-b]pyridine-2-carboxylic acid amide), OC1=CC=C(C(=O)N)C=C1 (4-hydroxy-benzamide), C1=CC=C(C=C1)P(C2=CC=CC=C2)C3=CC=CC=C3 (Ph3P). Solvent: C1CCOC1 (THF). Run at time 24 hour. The product is NC1=C(SC2=NC(=CC(=C21)COC2=CC=C(C=C2)C(N)=O)C)C(=O)N (amino-4-(4-carbamoyl-phenoxymethyl)-6-methyl-thieno[2,3-b]pyridine-2-carboxylic acid amide). Reaction SMILES: CC(OC(/N=N/C(OC(C)C)=O)=O)C.[NH2:15][C:16]1[C:24]2[C:19](=[N:20][C:21]([CH3:27])=[CH:22][C:23]=2[CH2:25][OH:26])[S:18][C:17]=1[C:28]([NH2:30])=[O:29].O[C:32]1[CH:40]=[CH:39][C:35]([C:36]([NH2:38])=[O:37])=[CH:34][CH:33]=1.C1C=CC(P(C2C=CC=CC=2)C2C=CC=CC=2)=CC=1>C1COCC1>[NH2:15][C:16]1[C:24]2[C:19](=[N:20][C:21]([CH3:27])=[CH:22][C:23]=2[CH2:25][O:26][C:32]2[CH:40]=[CH:39][C:35]([C:36](=[O:37])[NH2:38])=[CH:34][CH:33]=2)[S:18][C:17]=1[C:28]([NH2:30])=[O:29]. Procedure: DIAD (23 mg, 0.116 mmol) was added to a solution of 3-amino-4-hydroxymethyl-6-methyl-thieno[2,3-b]pyridine-2-carboxylic acid amide (see Example 12) (25 mg, 0.105 mmol), 4-hydroxy-benzamide (15 mg, 0.116 mmol), and Ph3P (30 mg, 0.116 mmol) in THF (2.5 mL) at 0° C. The mixture was warmed to room temperature and stirred for 24 h. The reaction mixture was concentrated and triturated with 2:1 EtOAc:MeOH giving the title compound (7 mg, 19%) as an orange solid, m.p.>250° C. Starting materials: C(Cl)(Cl)Cl (Chloroform), NC=1SCCN1 (2-amino-2-thiazoline), C1(=CC=CC=C1)C=C1COCC(C1=O)=CC1=CC=CC=C1 (tetrahydro-3,5-bis(phenylmethylene)-4H-pyran-4-one). Run in CC(=O)C (acetone), CC(=O)C (acetone). Run at time 8 hour. Product: S1C(=NCC1)NC1(C(COCC1=CC1=CC=CC=C1)=CC1=CC=CC=C1)O (4-[(4,5-Dihydro-2-thiazolyl)amino]tetrahydro-3,5-bis(phenylmethylene)-2H-pyran-4-ol). The yield is 45.5%. RXN SMILES: [NH2:1][C:2]1[S:3][CH2:4][CH2:5][N:6]=1.[C:7]1([CH:13]=[C:14]2[C:19](=[O:20])[C:18](=[CH:21][C:22]3[CH:27]=[CH:26][CH:25]=[CH:24][CH:23]=3)[CH2:17][O:16][CH2:15]2)[CH:12]=[CH:11][CH:10]=[CH:9][CH:8]=1.C(Cl)(Cl)Cl>CC(C)=O>[S:3]1[CH2:4][CH2:5][N:6]=[C:2]1[NH:1][C:19]1([OH:20])[C:18](=[CH:21][C:22]2[CH:27]=[CH:26][CH:25]=[CH:24][CH:23]=2)[CH2:17][O:16][CH2:15][C:14]1=[CH:13][C:7]1[CH:12]=[CH:11][CH:10]=[CH:9][CH:8]=1. Procedure: A solution of 2-amino-2-thiazoline (2.2 g, 22 mmole) in 100 ml of acetone is added to a suspension of tetrahydro-3,5-bis(phenylmethylene)-4H-pyran-4-one (5.0 g, 18 mmole) in 50 ml of acetone and heated at reflux temperature for 5 hours and then kept at room temperature overnight. Chloroform (75 ml) is added to the stirred mixture and, after 10 minutes, the product is collected and washed with acetone to give 3.1 g of crude product. When the filtrate, concentrated and resuspended in acetone, is s... Reactants: Cc1c(-c2ccccc2)c(CC(=O)N(C)C)c2oc(C3CC3)nc2c1C#N, COc1ccc(P2(=S)SP(=S)(c3ccc(OC)cc3)S2)cc1, Cc1ccccc1. Yields the product Cc1c(-c2ccccc2)c(CC(=S)N(C)C)c2oc(C3CC3)nc2c1C#N. RXN SMILES: [C:23](#[N:24])[c:25]1[c:26]([CH3:49])[c:27](-[c:43]2[cH:44][cH:45][cH:46][cH:47][cH:48]2)[c:28]([CH2:37][C:38](=[O:39])[N:40]([CH3:41])[CH3:42])[c:29]2[c:30]1[n:31][c:32]([CH:34]1[CH2:35][CH2:36]1)[o:33]2.[CH3:1][O:2][c:3]1[cH:4][cH:5][c:6]([P:7]2(=[S:8])[S:9][P:11](=[S:12])([c:13]3[cH:14][cH:15][c:16]([O:17][CH3:18])[cH:19][cH:20]3)[S:10]2)[cH:21][cH:22]1.[CH3:50][c:51]1[cH:52][cH:53][cH:54][cH:55][cH:56]1>>[S:10]=[C:38]([CH2:37][c:28]1[c:27](-[c:43]2[cH:44][cH:45][cH:46][cH:47][cH:48]2)[c:26]([CH3:49])[c:25]([C:23]#[N:24])[c:30]2[c:29]1[o:33][c:32]([CH:34]1[CH2:35][CH2:36]1)[n:31]2)[N:40]([CH3:41])[CH3:42]. Starting materials: [Si](C)(C)(C(C)(C)C)OC[C@H](CC=C)NC ((S)-1-(tert-butyldimethylsilyloxy)-N-methylpent-4-en-2-amine), C1CCOC1 (THF), 4-nitrophenylchloroformate, Cl.ClC1=C(CN)C=CC=C1F (2-chloro-3-fluorobenzylamine hydrochloride), CCN(C(C)C)C(C)C (DIEA), C1CCOC1 (THF), C1CCOC1 (THF). Conditions: time 20 minute. The product is [Si](C)(C)(C(C)(C)C)OC[C@H](CC=C)N(C(=O)NCC1=C(C(=CC=C1)F)Cl)C ((S)-1-(1-(tert-butyldimethylsilyloxy)pent-4-en-2-yl)-3-(2-chloro-3-fluorobenzyl)-1-methylurea). Yield: 76.0%. RXN SMILES: [CH:1]1[C:6]([N+:7]([O-])=O)=[CH:5][CH:4]=[C:3]([Cl-]C([O-])=O)C=1.Cl.[Cl:15][C:16]1[C:23]([F:24])=[CH:22][CH:21]=[CH:20][C:17]=1[CH2:18][NH2:19].[CH3:25]CN(C(C)C)C(C)C.[Si:34]([O:41]C[C@@H](NC)CC=C)([C:37]([CH3:40])([CH3:39])[CH3:38])([CH3:36])[CH3:35].C1C[O:52][CH2:51]C1>>[Si:34]([O:41][CH2:1][C@@H:6]([N:7]([CH3:25])[C:51]([NH:19][CH2:18][C:17]1[CH:20]=[CH:21][CH:22]=[C:23]([F:24])[C:16]=1[Cl:15])=[O:52])[CH2:5][CH:4]=[CH2:3])([C:37]([CH3:38])([CH3:39])[CH3:40])([CH3:35])[CH3:36] |f:1.2|. Procedure details: To a solution of 4-nitrophenylchloroformate (7.69 g, 38.3 mmol) in THF (20 mL) was added a solution of 2-chloro-3-fluorobenzylamine hydrochloride (6.09 g, 38.3 mmol) and DIEA (7.9 mL, 47.9 mmol) in THF (20 mL). The resulting solution was stirred at RT for 20 min. The reaction mixture was added into a solution of (S)-1-(tert-butyldimethylsilyloxy)-N-methylpent-4-en-2-amine (31.9 mmol) in THF (100 mL). The resulting solution was stirred at RT overnight. The solvent was removed and the resulting re... The product is [I-].BrC=1C=CC2=C(C(=CC3=C(O2)C=CC=C3)C3=CC=[N+](C=C3)C)C1 (4-(8-bromo-dibenz[b,f]oxepin-10-yl)-1-methylpyridinium iodide). Reaction SMILES: [Br:1][C:2]1[CH:3]=[CH:4][C:5]2[O:11][C:10]3[CH:12]=[CH:13][CH:14]=[CH:15][C:9]=3[CH:8]=[C:7]([C:16]3[CH:21]=[CH:20][N:19]=[CH:18][CH:17]=3)[C:6]=2[CH:22]=1.[CH3:23][I:24]>C(#N)C>[I-:24].[Br:1][C:2]1[CH:3]=[CH:4][C:5]2[O:11][C:10]3[CH:12]=[CH:13][CH:14]=[CH:15][C:9]=3[CH:8]=[C:7]([C:16]3[CH:17]=[CH:18][N+:19]([CH3:23])=[CH:20][CH:21]=3)[C:6]=2[CH:22]=1 |f:3.4|. Run in C(C)#N (acetonitrile). Starting materials: BrC=1C=CC2=C(C(=CC3=C(O2)C=CC=C3)C3=CC=NC=C3)C1 (4-(8-bromodibenz[b,f]oxepin-10-yl)pyridine), CI (methyl iodide). Procedure details: A mixture of 4-(8-bromodibenz[b,f]oxepin-10-yl)pyridine (2.0 g) in acetonitrile (30 ml) containing methyl iodide (1.1 ml) was stirred under reflux in an argon atmosphere for ninety minutes. During this time the starting material gradually dissolved and a yellow solid began to precipitate from solution. The mixture was cooled to -10° and the solids were collected by filtration and were washed in turn with cold acetonitrile and ether to give 2.7 g of 4-(8-bromo-dibenz[b,f]oxepin-10-yl)-1-methylpyr... The reactants are BrC1=C(C=C(C=C1)C(=O)C1=CC=C(C=C1)OC1OCCCC1)F ((4-bromo-3-fluorophenyl)(4-(tetrahydro-2H-pyran-2-yloxy)phenyl)methanone), tetrakis(tri-phenylphosphine)Palladium(0), cuprous iodide, C(C#C)N1CCCC1 (1-(prop-2-ynyl)pyrrolidine). As a reaction SMILES: Br[C:2]1[CH:7]=[CH:6][C:5]([C:8]([C:10]2[CH:15]=[CH:14][C:13]([O:16][CH:17]3[CH2:22][CH2:21][CH2:20][CH2:19][O:18]3)=[CH:12][CH:11]=2)=[O:9])=[CH:4][C:3]=1[F:23].[CH2:24]([N:27]1[CH2:31][CH2:30][CH2:29][CH2:28]1)[C:25]#[CH:26]>C(N(CC)CC)C>[F:23][C:3]1[CH:4]=[C:5]([C:8]([C:10]2[CH:15]=[CH:14][C:13]([O:16][CH:17]3[CH2:22][CH2:21][CH2:20][CH2:19][O:18]3)=[CH:12][CH:11]=2)=[O:9])[CH:6]=[CH:7][C:2]=1[C:26]#[C:25][CH2:24][N:27]1[CH2:31][CH2:30][CH2:29][CH2:28]1. The product is FC=1C=C(C=CC1C#CCN1CCCC1)C(=O)C1=CC=C(C=C1)OC1OCCCC1 ((3-fluoro-4-(3-(pyrrolidin-1-yl)prop-1-ynyl)phenyl)(4-(tetrahydro-2H-pyran-2-yloxy)phenyl)methanone). Reaction conditions: temperature 80 celsius, time 2 hour. Solvent: C(C)N(CC)CC (triethylamine). Yield: 36.4%. Procedure: A 100 mL Schlenk flask was charged with (4-bromo-3-fluorophenyl)(4-(tetrahydro-2H-pyran-2-yloxy)phenyl)methanone (1.10 g, 2.90 mmol), tetrakis(tri-phenylphosphine)Palladium(0) (0.34 g, 0.29 mmol, 10 mol %), cuprous iodide (0.11 g, 0.58 mmol, 20 mol %), triethylamine (20 mL), and 1-(prop-2-ynyl)pyrrolidine (0.63 g, 5.80 mmol), and the flask was flushed with nitrogen three times. The mixture was stirred at 80° C. for 2 h. The solvent was evaporated under vacuum and the residue was purified by colu...